The task is: describe an organic reaction: reactants, conditions, products, and yield. This data is from the Open Reaction Database (ORD), a public repository of structured organic reaction records. The reactants are S(=S)(=O)([O-])[O-].[Na+].[Na+] (sodium thiosulfate), C(CCC)OCCOC1=CC=C(C=C1)C=1C=CC2=C(C=C(CCN2CC(C)C)C(=O)NC2=CC=C(C=C2)SC2=CC=CC=3N2C=C(N3)C)C1 (7-[4-(2-butoxyethoxy)phenyl]-1-isobutyl-N-[4-(2-methylimidazo[1,2-a]pyridin-5-ylthio)phenyl]-2,3-dihydro-1H-benzazepine-4-carboxamide), ClC1=CC(=CC=C1)C(=O)OO (3-chloroperbenzoic acid). Run in ClCCl (dichloromethane), ClCCl (dichloromethane). Run at temperature -20 celsius, time 18 hour. Product: C(CCC)OCCOC1=CC=C(C=C1)C=1C=CC2=C(C=C(CCN2CC(C)C)C(=O)NC2=CC=C(C=C2)S(=O)C2=CC=CC=3N2C=C(N3)C)C1 (7-[4-(2-butoxyethoxy)phenyl]-1-isobutyl-N-[4-(2-methylimidazo[1,2-a]pyridin-5-ylsulfinyl)phenyl]-2,3-dihydro-1H-benzazepine-4-carboxamide). Isolated yield 21.6%. RXN SMILES: [CH2:1]([O:5][CH2:6][CH2:7][O:8][C:9]1[CH:14]=[CH:13][C:12]([C:15]2[CH:16]=[CH:17][C:18]3[N:24]([CH2:25][CH:26]([CH3:28])[CH3:27])[CH2:23][CH2:22][C:21]([C:29]([NH:31][C:32]4[CH:37]=[CH:36][C:35]([S:38][C:39]5[N:44]6[CH:45]=[C:46]([CH3:48])[N:47]=[C:43]6[CH:42]=[CH:41][CH:40]=5)=[CH:34][CH:33]=4)=[O:30])=[CH:20][C:19]=3[CH:49]=2)=[CH:11][CH:10]=1)[CH2:2][CH2:3][CH3:4].ClC1C=CC=C(C(OO)=[O:58])C=1.S([O-])([O-])(=O)=S.[Na+].[Na+]>ClCCl>[CH2:1]([O:5][CH2:6][CH2:7][O:8][C:9]1[CH:14]=[CH:13][C:12]([C:15]2[CH:16]=[CH:17][C:18]3[N:24]([CH2:25][CH:26]([CH3:27])[CH3:28])[CH2:23][CH2:22][C:21]([C:29]([NH:31][C:32]4[CH:33]=[CH:34][C:35]([S:38]([C:39]5[N:44]6[CH:45]=[C:46]([CH3:48])[N:47]=[C:43]6[CH:42]=[CH:41][CH:40]=5)=[O:58])=[CH:36][CH:37]=4)=[O:30])=[CH:20][C:19]=3[CH:49]=2)=[CH:11][CH:10]=1)[CH2:2][CH2:3][CH3:4] |f:2.3.4|. Reported procedure: To a solution of 7-[4-(2-butoxyethoxy)phenyl]-1-isobutyl-N-[4-(2-methylimidazo[1,2-a]pyridin-5-ylthio)phenyl]-2,3-dihydro-1H-benzazepine-4-carboxamide (0.50 g) in dichloromethane (10 ml) was added dropwise a solution of 3-chloroperbenzoic acid (70%, 0.27 g) in dichloromethane (10 ml) at −78° C. The mixture was stirred at −20° C. for 18 hours, sodium thiosulfate solution was added to the mixture at room temperature and the mixture was stirred for several minutes. The mixture was extracted with et... Reactants: Cc1cc(Br)cc(C)c1-c1ccccc1, [Li]CCCC, CCCCCC, O=S=O, C1CCOC1, O=S(=O)(Cl)Cl. Product: Cc1cc(S(=O)(=O)Cl)cc(C)c1-c1ccccc1. Reaction SMILES: [Br:6][c:7]1[cH:8][c:9]([CH3:20])[c:10](-[c:14]2[cH:15][cH:16][cH:17][cH:18][cH:19]2)[c:11]([CH3:13])[cH:12]1.[CH2:1]([Li:2])[CH2:3][CH2:4][CH3:5].[CH3:34][CH2:35][CH2:36][CH2:37][CH2:38][CH3:39].[O:21]=[S:22]=[O:23].[O:29]1[CH2:30][CH2:31][CH2:32][CH2:33]1.[S:24](=[O:25])(=[O:26])([Cl:27])[Cl:28]>>[c:7]1([S:24](=[O:25])(=[O:26])[Cl:27])[cH:8][c:9]([CH3:20])[c:10](-[c:14]2[cH:15][cH:16][cH:17][cH:18][cH:19]2)[c:11]([CH3:13])[cH:12]1.